Dataset: the Open Reaction Database (ORD), a public repository of structured organic reaction records. Task: describe an organic reaction: reactants, conditions, products, and yield Starting materials: OC1=CC=C(C=C1)C1=C(OC(C1=O)(C)C)C1=CC=C(C#N)C=C1 (4-(3-(4-Hydroxyphenyl)-5,5-dimethyl-4-oxo-4,5-dihydrofuran-2-yl)benzonitrile), C([O-])([O-])=O (carbonate), CN(C)C=O (DMF), ClCC1=NC=C(C=C1C)C (2-(chloromethyl)-3,5-dimethylpyridine). Run in O (water). Conditions: temperature 80 celsius. The product is CC=1C(=NC=C(C1)C)COC1=CC=C(C=C1)C1=C(OC(C1=O)(C)C)C1=CC=C(C#N)C=C1 (4-(3-(4-((3,5-dimethylpyridin-2-yl)methoxy)phenyl)-5,5-dimethyl-4-oxo-4,5-dihydrofuran-2-yl)benzonitrile). RXN SMILES: [OH:1][C:2]1[CH:7]=[CH:6][C:5]([C:8]2[C:12](=[O:13])[C:11]([CH3:15])([CH3:14])[O:10][C:9]=2[C:16]2[CH:23]=[CH:22][C:19]([C:20]#[N:21])=[CH:18][CH:17]=2)=[CH:4][CH:3]=1.C(=O)([O-])[O-].CN(C=O)C.Cl[CH2:34][C:35]1[C:40]([CH3:41])=[CH:39][C:38]([CH3:42])=[CH:37][N:36]=1>O>[CH3:41][C:40]1[C:35]([CH2:34][O:1][C:2]2[CH:3]=[CH:4][C:5]([C:8]3[C:12](=[O:13])[C:11]([CH3:14])([CH3:15])[O:10][C:9]=3[C:16]3[CH:17]=[CH:18][C:19]([C:20]#[N:21])=[CH:22][CH:23]=3)=[CH:6][CH:7]=2)=[N:36][CH:37]=[C:38]([CH3:42])[CH:39]=1. Procedure details: 4-(3-(4-Hydroxyphenyl)-5,5-dimethyl-4-oxo-4,5-dihydrofuran-2-yl)benzonitrile (1.5 g, 4.9 mmol) was added to a mixture of carbonate (6.3 g, 19.6 mmol) and DMF (100 mL) at RT under nitrogen. The reaction mixture was stirred at RT for 30 min upon which 2-(chloromethyl)-3,5-dimethylpyridine (1.14 g, 7.3 mmol) was added. The mixture was heated at 80° C. for 4 h (the reaction was monitored by TLC). The reaction mixture was diluted with water and extracted with EtOAc; the combined organics were dried o... Reactants: ClC=1C=C(C=C(C1)Cl)SC1=C(C(=NN1C1=CC=CC=C1)C)C(O)C1=CC=CC=C1 ([5-(3,5-dichlorophenylthio)-3-methyl-1-phenyl-1H-pyrazol-4-yl]-phenyl-methanol), C(C)[SiH](CC)CC (triethylsilane). Solvent: FC(C(=O)O)(F)F (trifluoroacetic acid). Reaction conditions: time 15 hour. Yields the product C(C1=CC=CC=C1)C=1C(=NN(C1SC1=CC(=CC(=C1)Cl)Cl)C1=CC=CC=C1)C (4-benzyl-5-(3,5-dichlorophenylthio)-3-methyl-1-phenyl-1H-pyrazole). The yield is 77.8%. RXN SMILES: [Cl:1][C:2]1[CH:3]=[C:4]([S:9][C:10]2[N:14]([C:15]3[CH:20]=[CH:19][CH:18]=[CH:17][CH:16]=3)[N:13]=[C:12]([CH3:21])[C:11]=2[CH:22]([C:24]2[CH:29]=[CH:28][CH:27]=[CH:26][CH:25]=2)O)[CH:5]=[C:6]([Cl:8])[CH:7]=1.C([SiH](CC)CC)C>FC(F)(F)C(O)=O>[CH2:22]([C:11]1[C:12]([CH3:21])=[N:13][N:14]([C:15]2[CH:20]=[CH:19][CH:18]=[CH:17][CH:16]=2)[C:10]=1[S:9][C:4]1[CH:3]=[C:2]([Cl:1])[CH:7]=[C:6]([Cl:8])[CH:5]=1)[C:24]1[CH:25]=[CH:26][CH:27]=[CH:28][CH:29]=1. Procedure details: A solution containing 80 mg of [5-(3,5-dichlorophenylthio)-3-methyl-1-phenyl-1H-pyrazol-4-yl]-phenyl-methanol and 64 μl of triethylsilane in 2 ml of trifluoroacetic acid was stirred at rt for 15 h. The mixture was concentrated, diluted with 10 ml of saturated sodium hydrogen carbonate solution and extracted twice with 10 ml of dichloromethane. Combined extracts were dried over magnesium sulphate, filtered and evaporated. The residue was purified by flash chromatography on silica gel using ethyl ... Reactants: CC1(CC(C=2C(C=3C(CC(CC3NC2C1)(C)C)=O)C1=CC=C(C=C1)[N+](=O)[O-])=O)C (3,4,6,7,9,10-hexahydro-3,3,6,6-tetramethyl-9-(4-nitrophenyl)-1,8(2H,5H)-acridinedione), [H-].[Na+] (sodium hydride), ClC(=O)OC (methyl chloroformate). The solvent is CN(C=O)C (dimethylformamide), O1CCCC1 (tetrahydrofuran). Reaction conditions: time 18 hour. The product is CC1(CC(C=2C(C=3C(CC(CC3N(C2C1)C(=O)OC)(C)C)=O)C1=CC=C(C=C1)[N+](=O)[O-])=O)C (methyl 2,3,4,5,6,7,8,9-octahydro-3,3,6,6-tetramethyl-9-(4-nitrophenyl)-1,8-dioxo-1H-acridine-10-carboxylate). As a reaction SMILES: [H-].[Na+].[CH3:3][C:4]1([CH3:31])[CH2:17][C:16]2[NH:15][C:14]3[CH2:13][C:12]([CH3:19])([CH3:18])[CH2:11][C:10](=[O:20])[C:9]=3[CH:8]([C:21]3[CH:26]=[CH:25][C:24]([N+:27]([O-:29])=[O:28])=[CH:23][CH:22]=3)[C:7]=2[C:6](=[O:30])[CH2:5]1.Cl[C:33]([O:35][CH3:36])=[O:34]>O1CCCC1.CN(C)C=O>[CH3:19][C:12]1([CH3:18])[CH2:13][C:14]2[N:15]([C:33]([O:35][CH3:36])=[O:34])[C:16]3[CH2:17][C:4]([CH3:31])([CH3:3])[CH2:5][C:6](=[O:30])[C:7]=3[CH:8]([C:21]3[CH:26]=[CH:25][C:24]([N+:27]([O-:29])=[O:28])=[CH:23][CH:22]=3)[C:9]=2[C:10](=[O:20])[CH2:11]1 |f:0.1|. Procedure: A slurry of 17 mg of sodium hydride (80% dispersion in mineral oil) in 10 ml of anhydrous tetrahydrofuran was stirred at room temperature under an atmosphere of dry nitrogen and treated dropwise with a solution of 200 mg of 3,4,6,7,9,10-hexahydro-3,3,6,6-tetramethyl-9-(4-nitrophenyl)-1,8(2H,5H)-acridinedione in 5 ml of dimethylformamide. The mixture was then heated at reflux for 15 minutes, cooled to room temperature, treated with 44 ml of methyl chloroformate and stirred at room temperature und... Reactants: ClC(Cl)(OC(OC(Cl)(Cl)Cl)=O)Cl (triphosgene), CO (Methanol), COC=1C=C2C(=NC=NC2=CC1OC)OC1=C(C=C(N)C=C1)C (4-[(6,7-Dimethoxy-4-quinazolinyl)oxy]-3-methyl-aniline), C(CCC)N (butylamine). Solvent: C(C)N(CC)CC (triethylamine), C(Cl)(Cl)Cl (chloroform), C(Cl)(Cl)Cl (chloroform). Run at time 30 minute. The product is C(CCC)NC(=O)NC1=CC(=C(C=C1)OC1=NC=NC2=CC(=C(C=C12)OC)OC)C (N-Butyl-N′-{4-[(6,7-dimethoxy-4-quinazolinyl)oxy]-3-methylphenyl}urea). The yield is 47.0%. Reaction SMILES: [CH3:1][O:2][C:3]1[CH:4]=[C:5]2[C:10](=[CH:11][C:12]=1[O:13][CH3:14])[N:9]=[CH:8][N:7]=[C:6]2[O:15][C:16]1[CH:22]=[CH:21][C:19]([NH2:20])=[CH:18][C:17]=1[CH3:23].ClC(Cl)(O[C:28](=[O:34])OC(Cl)(Cl)Cl)Cl.[CH2:36]([NH2:40])[CH2:37][CH2:38][CH3:39].CO>C(Cl)(Cl)Cl.C(N(CC)CC)C>[CH2:36]([NH:40][C:28]([NH:20][C:19]1[CH:21]=[CH:22][C:16]([O:15][C:6]2[C:5]3[C:10](=[CH:11][C:12]([O:13][CH3:14])=[C:3]([O:2][CH3:1])[CH:4]=3)[N:9]=[CH:8][N:7]=2)=[C:17]([CH3:23])[CH:18]=1)=[O:34])[CH2:37][CH2:38][CH3:39]. Reported procedure: 4-[(6,7-Dimethoxy-4-quinazolinyl)oxy]-3-methyl-aniline (50 mg) was dissolved in chloroform (3 ml) and triethylamine (0.2 ml), and a solution of triphosgene (48 mg) in chloroform was then added to the solution. The mixture was stirred at room temperature for 30 min. Next, butylamine (24 μl) was added to the reaction solution, and the mixture was further stirred at room temperature overnight. Methanol was added to the reaction solution, and the mixture was purified by HPLC by development with chlo... The reactants are CC(C)=O, COc1ccc(CCl)cc1, COC(=O)c1cc(Cl)c(O)cc1O, [K+], [K+], O=C([O-])[O-]. Yields the product COC(=O)c1cc(Cl)c(OCc2ccc(OC)cc2)cc1O. As a reaction SMILES: [CH3:30][C:31](=[O:32])[CH3:33].[Cl:14][CH2:15][c:16]1[cH:17][cH:18][c:19]([O:22][CH3:23])[cH:20][cH:21]1.[Cl:1][c:2]1[c:3]([OH:13])[cH:4][c:5]([OH:12])[c:6]([C:7](=[O:8])[O:9][CH3:10])[cH:11]1.[K+:24].[K+:25].[O-:26][C:27]([O-:28])=[O:29]>>[Cl:1][c:2]1[c:3]([O:13][CH2:15][c:16]2[cH:17][cH:18][c:19]([O:22][CH3:23])[cH:20][cH:21]2)[cH:4][c:5]([OH:12])[c:6]([C:7](=[O:8])[O:9][CH3:10])[cH:11]1. Reactants: O=C[C@H](O)[C@@H](O)[C@@H](O)[C@H](O)CO (D-galactose), F (hydrogen fluoride), F (hydrogen fluoride). Reaction conditions: time 1 hour. The product is [C@H]1([C@H](O)[C@@H](O)[C@@H](O)[C@H](O1)CO)F (α-D-galactosyl fluoride). Yield: 98.9%. Reaction SMILES: [O:1]=[CH:2][C@@H:3]([C@H:5]([C@H:7]([C@@H:9]([CH2:11][OH:12])[OH:10])[OH:8])[OH:6])O.[FH:13]>>[C@H:11]1([F:13])[O:12][C@H:3]([CH2:2][OH:1])[C@H:5]([OH:6])[C@H:7]([OH:8])[C@H:9]1[OH:10]. Procedure: In an apparatus and by the procedure according to Example 1, 1 g of D-galactose was reacted with 10 g of hydrogen fluoride, the mixture was left to stand for 1 hour at -30° to -40° C. and the hydrogen fluoride was then stripped out within 15 minutes by blowing in nitrogen. The working-up gave α-D-galactosyl fluoride (about 1 g) which was identified by elemental analysis, thin-layer chromatogram and 19F and 13C nuclear magnetic resonance spectra (cf. J. E. C. Barnett et al., Biochem. J. 105 (1967... The reactants are [H-].[Na+] (NaH), [I-].C[S+](=O)(C)C (trimethylsulfoxonium iodide), ClC=1C=C(C=CC1)C=CC(=O)N(C)OC (3-(3-chloro-phenyl)-N-methoxy-N-methyl-acrylamide). The solvent is CN(C)C=O (DMF). Conditions: time 0.5 hour. The product is CON(C(=O)C1C(C1)C1=CC(=CC=C1)Cl)C (2-(3-Chloro-phenyl)-cyclopropanecarboxylic acid methoxy-methyl-amide). Yield: 67.6%. As a reaction SMILES: [H-].[Na+].[I-].[CH3:4][S+](C)(C)=O.[Cl:9][C:10]1[CH:11]=[C:12]([CH:16]=[CH:17][C:18]([N:20]([O:22][CH3:23])[CH3:21])=[O:19])[CH:13]=[CH:14][CH:15]=1>CN(C=O)C>[CH3:23][O:22][N:20]([CH3:21])[C:18]([CH:17]1[CH2:4][CH:16]1[C:12]1[CH:13]=[CH:14][CH:15]=[C:10]([Cl:9])[CH:11]=1)=[O:19] |f:0.1,2.3|. Reported procedure: NaH (8 g, 60% oil dispersion) was added to a suspension of trimethylsulfoxonium iodide (44 g) in DMF (150 mL) at 0° C. The resulting mixture was allowed to warm to room temperature and stirred for 0.5 h. A solution of 3-(3-chloro-phenyl)-N-methoxy-N-methyl-acrylamide (19.5 g) was added to the above reaction mixture at 0° C., and the resulting reaction was allowed to warm to room temperature and stirred for 2 h. The reaction was quenched with water and the aqueous layer was extracted with CH2Cl2....